This data is from the Open Reaction Database (ORD), a public repository of structured organic reaction records. The task is: describe an organic reaction: reactants, conditions, products, and yield Reactants: C1(=CC=CC=C1)C1OC2=CC=C(C=C2CC1)O (2-Phenylchroman-6-ol), BrC=1C=NC=CC1 (3-bromopyridine), [OH-].[K+] (potassium hydroxide), [I-].[K+] (potassium iodide), Cl (HCl). Solvent: CS(=O)C (DMSO). Procedure: 2-Phenylchroman-6-ol (598 mg), 3-bromopyridine (500 mg), potassium hydroxide (322 mg) and potassium iodide were placed in a flask with dry DMSO (10 ml). The reaction mixture was stirred at 120° C. for 3.5 hours. After cooling to room temperature 1M HCl-solution was added and the mixture was extracted wit dichloromethane. The combined organig extracts were washed with 1 M HCl-solution, then with water and brine and dried. 3-(2-Phenylchroman-6-yloxy)pyridine was purified by column chromatography u... Conditions: temperature 120 celsius, time 3.5 hour. Yields the product C1(=CC=CC=C1)C1OC2=CC=C(C=C2CC1)OC=1C=NC=CC1 (3-(2-Phenylchroman-6-yloxy)pyridine). As a reaction SMILES: [C:1]1([CH:7]2[CH2:16][CH2:15][C:14]3[C:9](=[CH:10][CH:11]=[C:12]([OH:17])[CH:13]=3)[O:8]2)[CH:6]=[CH:5][CH:4]=[CH:3][CH:2]=1.Br[C:19]1[CH:20]=[N:21][CH:22]=[CH:23][CH:24]=1.[OH-].[K+].[I-].[K+].Cl>CS(C)=O>[C:1]1([CH:7]2[CH2:16][CH2:15][C:14]3[C:9](=[CH:10][CH:11]=[C:12]([O:17][C:19]4[CH:20]=[N:21][CH:22]=[CH:23][CH:24]=4)[CH:13]=3)[O:8]2)[CH:2]=[CH:3][CH:4]=[CH:5][CH:6]=1 |f:2.3,4.5|.